This data is from the Open Reaction Database (ORD), a public repository of structured organic reaction records. The task is: describe an organic reaction: reactants, conditions, products, and yield The reactants are C(C)(=O)O[C@@H]1CC2=CC[C@H]3[C@@H]4CCC([C@@]4(C)CC[C@@H]3[C@]2(C=C1)C)=O (3β-acetoxyandrosta-1,5-dien-17-one), C([O-])([O-])=O.[K+].[K+] (potassium carbonate). Run in CO.O (methanol water). Run at time 8 hour. Yields the product O[C@@H]1CC2=CC[C@H]3[C@@H]4CCC([C@@]4(C)CC[C@@H]3[C@]2(C=C1)C)=O (3β-hydroxyandrosta-1,5-dien-17-one). As a reaction SMILES: C([O:4][C@H:5]1[CH:22]=[CH:21][C@@:20]2([CH3:23])[C:7](=[CH:8][CH2:9][C@@H:10]3[C@@H:19]2[CH2:18][CH2:17][C@@:15]2([CH3:16])[C@H:11]3[CH2:12][CH2:13][C:14]2=[O:24])[CH2:6]1)(=O)C.C(=O)([O-])[O-].[K+].[K+]>CO.O>[OH:4][C@H:5]1[CH:22]=[CH:21][C@@:20]2([CH3:23])[C:7](=[CH:8][CH2:9][C@@H:10]3[C@@H:19]2[CH2:18][CH2:17][C@@:15]2([CH3:16])[C@H:11]3[CH2:12][CH2:13][C:14]2=[O:24])[CH2:6]1 |f:1.2.3,4.5|. Procedure details: A mixture of compound 6 (0.25 g) and potassium carbonate (0.3 g) in methanol-water (15 ml, 9:1) was stirred at room temperature for 8 hr. Solution was concentrated diluted with cold water, cooled and the precipitated solid was filtered, and crystallized from methanol. White solid, mp. 138-40° C. Starting materials: [BH4-], C1CCOC1, CO, CC12CC(=O)C3(CCOC4C3C1C(=O)N4c1ccc(C#N)c(C(F)(F)F)c1)O2, [Na+]. Product: CC12CC(O)C3(CCOC4C3C1C(=O)N4c1ccc(C#N)c(C(F)(F)F)c1)O2. As a reaction SMILES: [BH4-:1].[CH2:31]1[O:32][CH2:33][CH2:34][CH2:35]1.[CH3:36][OH:37].[CH3:3][C:4]12[CH2:5][C:6](=[O:30])[C:7]3([CH2:8][CH2:9][O:10][CH:11]4[N:12]([c:17]5[cH:18][c:19]([C:25]([F:26])([F:27])[F:28])[c:20]([C:21]#[N:22])[cH:23][cH:24]5)[C:13](=[O:16])[CH:14]1[CH:15]34)[O:29]2.[Na+:2]>>[CH3:3][C:4]12[CH2:5][CH:6]([OH:30])[C:7]3([CH2:8][CH2:9][O:10][CH:11]4[N:12]([c:17]5[cH:18][c:19]([C:25]([F:26])([F:27])[F:28])[c:20]([C:21]#[N:22])[cH:23][cH:24]5)[C:13](=[O:16])[CH:14]1[CH:15]34)[O:29]2.